From a dataset of the Open Reaction Database (ORD), a public repository of structured organic reaction records. describe an organic reaction: reactants, conditions, products, and yield The reactants are C(=O)(OCC1=CC=CC=C1)CC1(CCCCC1)C(C)C(=O)OC (1-carbobenzoxymethyl-1-carbomethoxyethylcyclohexane), [OH-].[Na+] (NaOH), Cl (HCl). Run in O1CCOCC1 (dioxane). The product is C(=O)(OCC1=CC=CC=C1)CC1(CCCCC1)C(C)C(=O)O (1-carbobenzoxymethyl-1-carboxyethylcyclohexane). As a reaction SMILES: [C:1]([CH2:11][C:12]1([CH:18]([C:20]([O:22]C)=[O:21])[CH3:19])[CH2:17][CH2:16][CH2:15][CH2:14][CH2:13]1)([O:3][CH2:4][C:5]1[CH:10]=[CH:9][CH:8]=[CH:7][CH:6]=1)=[O:2].[OH-].[Na+].Cl>O1CCOCC1>[C:1]([CH2:11][C:12]1([CH:18]([C:20]([OH:22])=[O:21])[CH3:19])[CH2:13][CH2:14][CH2:15][CH2:16][CH2:17]1)([O:3][CH2:4][C:5]1[CH:10]=[CH:9][CH:8]=[CH:7][CH:6]=1)=[O:2] |f:1.2|. Reported procedure: To the above 1-carbobenzoxymethyl-1-carbomethoxyethylcyclohexane (40.4 g) in dioxane (300 ml) was added 1N NaOH (150 ml) dropwise over 2 hours with stirring at room temperature. After 6 hours the reaction was neutralized with 1N HCl then the dioxane was evaporated. The cloudy solution was diluted with water, acidified with 1N HCl, then extracted two times with ethyl acetate, washed with saturated NaCl (aqueous), dried with MgSO4, filtered and then concentrated to an oil. By 1H-NMR no mono methyl... Reactants: C=CC(=C)C, C#C[Si](C)(C)C, ClCCl, [I-], [I-], [Zn+2], CCP(c1ccccc1)c1ccccc1. The product is CC1=CCC([Si](C)(C)C)=CC1. RXN SMILES: [CH3:16][C:17](=[CH2:18])[CH:19]=[CH2:20].[CH3:21][Si:22]([CH3:23])([CH3:24])[C:25]#[CH:26].[Cl:27][CH2:28][Cl:29].[I-:30].[I-:32].[Zn+2:31].[c:1]1([P:2]([CH2:3][CH3:4])[c:5]2[cH:6][cH:7][cH:8][cH:9][cH:10]2)[cH:11][cH:12][cH:13][cH:14][cH:15]1>>[CH3:16][C:17]1=[CH:18][CH2:26][C:25]([Si:22]([CH3:21])([CH3:23])[CH3:24])=[CH:20][CH2:19]1. Starting materials: NC1=CC=C2C(=CC(=CC2=C1)S(=O)(=O)O)O (7-amino-4-hydroxynaphthalene-2-sulfonic acid), ClC1=NC(=NC(=N1)Cl)Cl (2,4,6-trichloro-s-triazine), 4-(2-sulfate ethylsulfonyl)aniline. Product: C=1C=CC=2C(C1)=CC=CC2O (naphthol). Reaction SMILES: N[C:2]1[CH:11]=[C:10]2[C:5]([C:6]([OH:16])=[CH:7][C:8](S(O)(=O)=O)=[CH:9]2)=[CH:4][CH:3]=1.ClC1N=C(Cl)N=C(Cl)N=1>>[CH:2]1[CH:3]=[CH:4][C:5]2[C:10](=[CH:9][CH:8]=[CH:7][C:6]=2[OH:16])[CH:11]=1. Procedure: In an aqueous solvent, 23.9 parts of 7-amino-4-hydroxynaphthalene-2-sulfonic acid was condensed with 18.4 parts of 2,4,6-trichloro-s-triazine according to a normal method and the resultant condensate was condensed with 28.1 parts of 4-(2-sulfate ethylsulfonyl)aniline according to a normal method to obtain a naphthol derivative. The reactants are CN(C)C=O, CC#N, CON=C(C(=O)O)c1nsc(N)n1, O, O=P(Cl)(Cl)Cl. RXN SMILES: [CH3:19][N:20]([CH3:21])[CH:22]=[O:23].[CH3:25][C:26]#[N:27].[NH2:1][c:2]1[n:3][c:4]([C:7]([C:8](=[O:9])[OH:10])=[N:11][O:12][CH3:13])[n:5][s:6]1.[OH2:24].[P:14]([Cl:15])([Cl:16])([Cl:17])=[O:18]>>[NH2:1][c:2]1[n:3][c:4]([C:7]([C:8](=[O:9])[Cl:16])=[N:11][O:12][CH3:13])[n:5][s:6]1. Product: CON=C(C(=O)Cl)c1nsc(N)n1. The yield is 94.0%. Conditions: temperature 20 celsius. Reported procedure: A 100 mL stainless steel Pan reactor was charged with methyl 3-mercaptopropionate (4.15 g, 34.5 mmol), toluene (30.3 g), and 2,2′-azobis(4-methoxy-2,4-dimethyl) valeronitrile (V-70, 0.531 g, 1.72 mmol) and the reactor was cooled with a dry ice/acetone bath, purged with nitrogen, and pressure checked. 3,3,3-Trifluoropropene (3.40 g, 35.4 mmol) was added via transfer cylinder and the reaction was allowed to warm to 20° C. After 23 hours the reaction was heated to 50° C. for 1 hour to decompose any... RXN SMILES: [SH:1][CH2:2][CH2:3][C:4]([O:6][CH3:7])=[O:5].[F:8][C:9]([F:13])([F:12])[CH:10]=[CH2:11]>C1(C)C=CC=CC=1>[CH3:7][O:6][C:4](=[O:5])[CH2:3][CH2:2][S:1][CH2:11][CH2:10][C:9]([F:13])([F:12])[F:8]. Starting materials: FC(C=C)(F)F (3,3,3-Trifluoropropene), stainless steel, SCCC(=O)OC (methyl 3-mercaptopropionate), 2,2′-azobis(4-methoxy-2,4-dimethyl) valeronitrile. The solvent is C1(=CC=CC=C1)C (toluene). The product is COC(CCSCCC(F)(F)F)=O (Methyl-3-((3,3,3-trifluoropropyl)thio)propionate). Starting materials: CN(C)C=O, COc1ccc2c(O)c(-c3cc(C)cs3)ccc2c1, O=[N+]([O-])c1ccc(F)cc1, [H-], [Na+], O. Product: COc1ccc2c(Oc3ccc([N+](=O)[O-])cc3)c(-c3cc(C)cs3)ccc2c1. Reaction SMILES: [CH3:33][N:34]([CH3:35])[CH:36]=[O:37].[CH3:3][O:4][c:5]1[cH:6][c:7]2[cH:8][cH:9][c:10](-[c:16]3[s:17][cH:18][c:19]([CH3:21])[cH:20]3)[c:11]([OH:15])[c:12]2[cH:13][cH:14]1.[F:22][c:23]1[cH:24][cH:25][c:26]([N+:29](=[O:30])[O-:31])[cH:27][cH:28]1.[H-:1].[Na+:2].[OH2:32]>>[CH3:3][O:4][c:5]1[cH:6][c:7]2[cH:8][cH:9][c:10](-[c:16]3[s:17][cH:18][c:19]([CH3:21])[cH:20]3)[c:11]([O:15][c:23]3[cH:24][cH:25][c:26]([N+:29](=[O:30])[O-:31])[cH:27][cH:28]3)[c:12]2[cH:13][cH:14]1. Starting materials: CCCCCCCCCCCCCCBr, C1COCCN1, CC#N. The product is CCCCCCCCCCCCCCN1CCOCC1. RXN SMILES: [Br:1][CH2:2][CH2:3][CH2:4][CH2:5][CH2:6][CH2:7][CH2:8][CH2:9][CH2:10][CH2:11][CH2:12][CH2:13][CH2:14][CH3:15].[CH2:16]1[CH2:17][O:18][CH2:19][CH2:20][NH:21]1.[CH3:22][C:23]#[N:24]>>[CH2:2]([CH2:3][CH2:4][CH2:5][CH2:6][CH2:7][CH2:8][CH2:9][CH2:10][CH2:11][CH2:12][CH2:13][CH2:14][CH3:15])[N:21]1[CH2:16][CH2:17][O:18][CH2:19][CH2:20]1.